Dataset: the Open Reaction Database (ORD), a public repository of structured organic reaction records. Task: describe an organic reaction: reactants, conditions, products, and yield The reactants are Cc1ccccc1, CSc1ncc(C(O)c2ccccc2Cl)c(Cl)n1. The product is CSc1ncc(C(=O)c2ccccc2Cl)c(Cl)n1. RXN SMILES: [CH3:19][c:20]1[cH:21][cH:22][cH:23][cH:24][cH:25]1.[Cl:1][c:2]1[c:3]([CH:8]([OH:9])[c:10]2[c:11]([Cl:18])[n:12][c:13]([S:16][CH3:17])[n:14][cH:15]2)[cH:4][cH:5][cH:6][cH:7]1>>[Cl:1][c:2]1[c:3]([C:8](=[O:9])[c:10]2[c:11]([Cl:18])[n:12][c:13]([S:16][CH3:17])[n:14][cH:15]2)[cH:4][cH:5][cH:6][cH:7]1. The reactants are C1COCCO1, Cc1cc2c(cc1C(F)(F)F)[nH]c(=O)n2C1CCN(C(=O)OC(C)(C)C)CC1, Cl. Product: Cc1cc2c(cc1C(F)(F)F)[nH]c(=O)n2C1CCNCC1, Cl. RXN SMILES: [CH2:30]1[O:31][CH2:32][CH2:33][O:34][CH2:35]1.[CH3:1][c:2]1[c:3]([C:25]([F:26])([F:27])[F:28])[cH:4][c:5]2[c:6]([n:7]([CH:11]3[CH2:12][CH2:13][N:14]([C:17]([O:18][C:19]([CH3:20])([CH3:21])[CH3:22])=[O:23])[CH2:15][CH2:16]3)[c:8](=[O:10])[nH:9]2)[cH:24]1.[ClH:29]>>[CH3:1][c:2]1[c:3]([C:25]([F:26])([F:27])[F:28])[cH:4][c:5]2[c:6]([n:7]([CH:11]3[CH2:12][CH2:13][NH:14][CH2:15][CH2:16]3)[c:8](=[O:10])[nH:9]2)[cH:24]1.[ClH:29]. The reactants are COC=1C(=C(C(=S)OC)C=CC1C)C (methyl 3-methoxy-2-methyl-4-methylthiobenzoate), CO (methanol), B(Br)(Br)Br (boron tribromide). The solvent is C(Cl)Cl (methylene chloride), C(Cl)Cl (methylene chloride). Reaction conditions: time 4 hour. Yields the product OC=1C(=C(C(=S)OC)C=CC1C)C (methyl 3-hydroxy-2-methyl-4-methylthiobenzoate). Yield: 106.5%. RXN SMILES: C[O:2][C:3]1[C:4]([CH3:14])=[C:5]([CH:10]=[CH:11][C:12]=1[CH3:13])[C:6]([O:8][CH3:9])=[S:7].B(Br)(Br)Br.CO>C(Cl)Cl>[OH:2][C:3]1[C:4]([CH3:14])=[C:5]([CH:10]=[CH:11][C:12]=1[CH3:13])[C:6]([O:8][CH3:9])=[S:7]. Procedure: 10 g (0.044 mol) of methyl 3-methoxy-2-methyl-4-methylthiobenzoate was dissloved in 90 ml of methylene chloride, and the solution was added dropwise to 90 ml of methylene chloride containing 8.4 ml (0.088 mol) of boron tribromide at 5 to 10° C. After stirring at room temperature for 4 hours, 50 ml of methanol was added dropwise under ice cooling, and the solution was then washed with water and next a saturated sodium chloride solution. After drying over anhydrous magnesium sulfate, the solvent w... The reactants are C(#N)C1=C(C=CC=C1)NC(C1=C(C=C(C=C1)[N+](=O)[O-])Cl)=O (N-(2-Cyanophenyl)-2-chloro-4-nitrobenzamide), O.O.[Sn](Cl)Cl (tin (II) chloride dihydrate), [OH-].[Na+] (sodium hydroxide). Run in Cl (hydrochloric acid). Product: C(#N)C1=C(C=CC=C1)NC(C1=C(C=C(C=C1)N)Cl)=O (N-(2-cyanophenyl)-4-amino-2-chlorobenzamide). Yield: 17.3%. Reaction SMILES: [C:1]([C:3]1[CH:8]=[CH:7][CH:6]=[CH:5][C:4]=1[NH:9][C:10](=[O:21])[C:11]1[CH:16]=[CH:15][C:14]([N+:17]([O-])=O)=[CH:13][C:12]=1[Cl:20])#[N:2].O.O.[Sn](Cl)Cl.[OH-].[Na+]>Cl>[C:1]([C:3]1[CH:8]=[CH:7][CH:6]=[CH:5][C:4]=1[NH:9][C:10](=[O:21])[C:11]1[CH:16]=[CH:15][C:14]([NH2:17])=[CH:13][C:12]=1[Cl:20])#[N:2] |f:1.2.3,4.5|. Procedure details: N-(2-Cyanophenyl)-2-chloro-4-nitrobenzamide (1.30 g, 4.04 mmol) was added to a stirred suspension of tin (II) chloride dihydrate (4.42 g, 23 mmol) in hydrochloric acid (52 ml) at 0° C. The reaction was allowed to warm to ambient temperature over 2 hours and aqueous sodium hydroxide was added to take the reaction to pH 10. Extraction of the aqueous layer with dichloromethane (3×50 ml), followed by solvent evaporation in vacuo, yielded N-(2-cyanophenyl)-4-amino-2-chlorobenzamide (0.19 g, 16% yield... Starting materials: FC1=C(C=C(C=C1)C=1C=C(C(NN1)=O)C(=O)OC)C (6-(4-fluoro-3-methylphenyl)-4-methoxycarbonyl-2H-pyridazin-3-one), ClC1=C(CCl)C=CC=C1 (2-chlorobenzyl chloride). The product is C(=O)(O)C=1C(N(N=C(C1)C1=CC(=C(C=C1)F)C)CC1=C(C=CC=C1)Cl)=O (4-carboxy-2-(2-chlorobenzyl)-6-(4-fluoro-3-methylphenyl)-2H-pyridazin-3-one). Yield: 76.4%. As a reaction SMILES: [F:1][C:2]1[CH:7]=[CH:6][C:5]([C:8]2[CH:9]=[C:10]([C:15]([O:17]C)=[O:16])[C:11](=[O:14])[NH:12][N:13]=2)=[CH:4][C:3]=1[CH3:19].[Cl:20][C:21]1[CH:28]=[CH:27][CH:26]=[CH:25][C:22]=1[CH2:23]Cl>>[C:15]([C:10]1[C:11](=[O:14])[N:12]([CH2:23][C:22]2[CH:25]=[CH:26][CH:27]=[CH:28][C:21]=2[Cl:20])[N:13]=[C:8]([C:5]2[CH:6]=[CH:7][C:2]([F:1])=[C:3]([CH3:19])[CH:4]=2)[CH:9]=1)([OH:17])=[O:16]. Procedure: Following the procedure of Example 1(6), 6-(4-fluoro-3-methylphenyl)-4-methoxycarbonyl-2H-pyridazin-3-one and 2-chlorobenzyl chloride were reacted. Without purification, the reaction product was reacted further following the procedure of Example 1(7) to yield the title compound as pale yellow needles (yield: 76.4%). The reactants are [Mg+]Cc1ccccc1, CCOCC, C=CCC(C)(C)C=O, [Cl-]. The product is C=CCC(C)(C)C(O)Cc1ccccc1. RXN SMILES: [CH2:10]([c:11]1[cH:12][cH:13][cH:14][cH:15][cH:16]1)[Mg+:17].[CH3:18][CH2:19][O:20][CH2:21][CH3:22].[CH3:1][C:2]([CH:3]=[O:4])([CH2:5][CH:6]=[CH2:7])[CH3:8].[Cl-:9]>>[CH3:1][C:2]([CH:3]([OH:4])[CH2:10][c:11]1[cH:12][cH:13][cH:14][cH:15][cH:16]1)([CH2:5][CH:6]=[CH2:7])[CH3:8]. Starting materials: FC=1C=C2CCC(C2=CC1)NC1=NC2=CC=C(C=C2C=C1)N (rac-N2-(5-fluoro-indan-1-yl)-quinoline-2,6-diamine), C(C)(C)N1CCN(CC1)CC(=O)O ((4-isopropyl-piperazin-1-yl)-acetic acid). Yields the product FC=1C=C2CCC(C2=CC1)NC1=NC2=CC=C(C=C2C=C1)NC(CN1CCN(CC1)C(C)C)=O (rac-N-[2-(5-Fluoro-indan-1-ylamino)-quinolin-6-yl]-2-(4-isopropyl-piperazin-1-yl)-acetamide). RXN SMILES: [F:1][C:2]1[CH:3]=[C:4]2[C:8](=[CH:9][CH:10]=1)[CH:7]([NH:11][C:12]1[CH:21]=[CH:20][C:19]3[C:14](=[CH:15][CH:16]=[C:17]([NH2:22])[CH:18]=3)[N:13]=1)[CH2:6][CH2:5]2.[CH:23]([N:26]1[CH2:31][CH2:30][N:29]([CH2:32][C:33](O)=[O:34])[CH2:28][CH2:27]1)([CH3:25])[CH3:24]>>[F:1][C:2]1[CH:3]=[C:4]2[C:8](=[CH:9][CH:10]=1)[CH:7]([NH:11][C:12]1[CH:21]=[CH:20][C:19]3[C:14](=[CH:15][CH:16]=[C:17]([NH:22][C:33](=[O:34])[CH2:32][N:29]4[CH2:30][CH2:31][N:26]([CH:23]([CH3:24])[CH3:25])[CH2:27][CH2:28]4)[CH:18]=3)[N:13]=1)[CH2:6][CH2:5]2. Reported procedure: The title compound was prepared in accordance with the general method 14 described in example 119 from rac-N2-(5-fluoro-indan-1-yl)-quinoline-2,6-diamine and (4-isopropyl-piperazin-1-yl)-acetic acid (CAS no: 95470-68-1); MS: m/e=462.5 (M+H+). Starting materials: ClC=1C=C(C(=O)OC)C=C(C1O)CC=C (methyl 3-chloro-4-hydroxy-5-(prop-2-ene-1-yl)benzoate), [H][H] (hydrogen). Reagents/catalysts: [Rh] (rhodium on alumina). Solvent: C(C)O (ethanol). Run at time 30 minute. Product: 14.878, ClC=1C=C(C(=O)OC)C=C(C1O)CCC (methyl 3-chloro-4-hydroxy-5-propylbenzoate). Yield: 99.0%. Reaction SMILES: [Cl:1][C:2]1[CH:3]=[C:4]([CH:9]=[C:10]([CH2:13][CH:14]=[CH2:15])[C:11]=1[OH:12])[C:5]([O:7][CH3:8])=[O:6].[H][H]>C(O)C.[Rh]>[Cl:1][C:2]1[CH:3]=[C:4]([CH:9]=[C:10]([CH2:13][CH2:14][CH3:15])[C:11]=1[OH:12])[C:5]([O:7][CH3:8])=[O:6]. Procedure details: A Parr flask was charged with a solution of 14.784 g (65.2 mmol) of the product of step A dissolved in 80 mL ethanol and 0.485 g of 5% rhodium on alumina catalyst was added. The reaction mixture was mounted in a Parr hydrogenation apparatus, pressurized to 40 psig hydrogen and shaken for 30 minutes. The reaction vessel was then removed from the apparatus, the contents were filtered and the flitrate was evaporated and dried in vacuo to afford 14.878 (99%) of the title compound.